Dataset: the Open Reaction Database (ORD), a public repository of structured organic reaction records. Task: describe an organic reaction: reactants, conditions, products, and yield Starting materials: Nc1scc(Br)c1-c1ncco1, O=C(O)CN1C(=O)CCc2ncccc21. The product is O=C(CN1C(=O)CCc2ncccc21)Nc1scc(Br)c1-c1ncco1. As a reaction SMILES: [Br:16][c:17]1[c:18](-[c:23]2[o:24][cH:25][cH:26][n:27]2)[c:19]([NH2:22])[s:20][cH:21]1.[O:1]=[C:2]1[N:3]([CH2:12][C:13](=[O:14])[OH:15])[c:4]2[cH:5][cH:6][cH:7][n:8][c:9]2[CH2:10][CH2:11]1>>[O:1]=[C:2]1[N:3]([CH2:12][C:13](=[O:15])[NH:22][c:19]2[c:18](-[c:23]3[o:24][cH:25][cH:26][n:27]3)[c:17]([Br:16])[cH:21][s:20]2)[c:4]2[cH:5][cH:6][cH:7][n:8][c:9]2[CH2:10][CH2:11]1.